From a dataset of the Open Reaction Database (ORD), a public repository of structured organic reaction records. describe an organic reaction: reactants, conditions, products, and yield The product is C(C)(C)(C)OC(=O)N1CCC(CC1)N(CC1=CC(=CC=C1)C1=CC(=C(C(=C1)OC)OC)OC)C1=CC=C(C=C1)OCCCC (1-(tert-Butoxycarbonyl)-4-[N-(4-butoxyphenyl)-N-[3-(3,4,5-trimethoxyphenyl)benzyl]amino]piperidine). The reactants are C(C)(C)(C)OC(=O)N1CCC(CC1)NC1=CC=C(C=C1)OCCCC (1-(tert-Butoxycarbonyl)-4-[(4-butoxyphenyl)amino]piperidine), COC=1C=C(C=C(C1OC)OC)C=1C=C(CCl)C=CC1 (3-(3,4,5-trimethoxyphenyl)benzyl chloride). As a reaction SMILES: [C:1]([O:5][C:6]([N:8]1[CH2:13][CH2:12][CH:11]([NH:14][C:15]2[CH:20]=[CH:19][C:18]([O:21][CH2:22][CH2:23][CH2:24][CH3:25])=[CH:17][CH:16]=2)[CH2:10][CH2:9]1)=[O:7])([CH3:4])([CH3:3])[CH3:2].[CH3:26][O:27][C:28]1[CH:29]=[C:30]([C:38]2[CH:39]=[C:40]([CH:43]=[CH:44][CH:45]=2)[CH2:41]Cl)[CH:31]=[C:32]([O:36][CH3:37])[C:33]=1[O:34][CH3:35]>>[C:1]([O:5][C:6]([N:8]1[CH2:13][CH2:12][CH:11]([N:14]([C:15]2[CH:20]=[CH:19][C:18]([O:21][CH2:22][CH2:23][CH2:24][CH3:25])=[CH:17][CH:16]=2)[CH2:41][C:40]2[CH:43]=[CH:44][CH:45]=[C:38]([C:30]3[CH:31]=[C:32]([O:36][CH3:37])[C:33]([O:34][CH3:35])=[C:28]([O:27][CH3:26])[CH:29]=3)[CH:39]=2)[CH2:10][CH2:9]1)=[O:7])([CH3:4])([CH3:3])[CH3:2]. Procedure details: 1-(tert-Butoxycarbonyl)-4-[(4-butoxyphenyl)amino]piperidine (697 mg) and 3-(3,4,5-trimethoxyphenyl)benzyl chloride (586 mg) was treated in the same manner as described in Example 9 to give light yellow amorphous of the title compound. The reactants are ClCCC1=C(N=C2N(C1=O)CCCC2O)C (3-(2-chloroethyl)-9-hydroxy-2-methyl-6,7,8,9-tetrahydro-4H-pyrido[1,2-a]pyrimidin-4-one), C(C)(C)N(CC)C(C)C (diisopropyl ethyl amine), FC1=CC2=C(C(=NO2)C2CCNCC2)C=C1 (6-fluoro-3-(piperidin-4-yl)benzo[d]isoxazole). Run in CO (methanol). Reaction conditions: temperature 62.5 celsius, time 16 hour. Yields the product CC1=C(C(=O)N2CCCC(C2=N1)O)CCN3CCC(CC3)C=4C=5C=CC(=CC5ON4)F (Paliperidone). Reaction SMILES: Cl[CH2:2][CH2:3][C:4]1[C:9](=[O:10])[N:8]2[CH2:11][CH2:12][CH2:13][CH:14]([OH:15])[C:7]2=[N:6][C:5]=1[CH3:16].C(N(C(C)C)CC)(C)C.[F:26][C:27]1[CH:41]=[CH:40][C:30]2[C:31]([CH:34]3[CH2:39][CH2:38][NH:37][CH2:36][CH2:35]3)=[N:32][O:33][C:29]=2[CH:28]=1>CO>[CH3:16][C:5]1[N:6]=[C:7]2[N:8]([CH2:11][CH2:12][CH2:13][CH:14]2[OH:15])[C:9](=[O:10])[C:4]=1[CH2:3][CH2:2][N:37]1[CH2:36][CH2:35][CH:34]([C:31]2[C:30]3[CH:40]=[CH:41][C:27]([F:26])=[CH:28][C:29]=3[O:33][N:32]=2)[CH2:39][CH2:38]1. Procedure details: 3-(2-chloroethyl)-9-hydroxy-2-methyl-6,7,8,9-tetrahydro-4H-pyrido[1,2-a]pyrimidin-4-one (formula-7) (5.2 grams) and diisopropyl ethyl amine (12.56 grams) was added to 6-fluoro-3-(piperidin-4-yl)benzo[d]isoxazole (formula-8) (5.0 grams) in methanol (75 ml) taken in autoclave and then heated to 60-65° C., 0.8 Kg pressure was applied and stirred for 16 hours. The reaction mixture cooled and then distilled under reduced pressure. Isopropyl alcohol was added to the obtained residue and stirred for 15...